From a dataset of the Open Reaction Database (ORD), a public repository of structured organic reaction records. describe an organic reaction: reactants, conditions, products, and yield Starting materials: O=C([O-])[O-], CC(=O)C1CCCCC1=O, [Cs+], [Cs+], I[Cu]I, COC(=O)c1ccc(I)cc1, CC(C)(C)OC(=O)N1CCCNCC1, CN(C)C=O. Yields the product COC(=O)c1ccc(N2CCCN(C(=O)OC(C)(C)C)CC2)cc1. RXN SMILES: [C:26](=[O:27])([O-:28])[O-:29].[C:32]([CH:33]1[CH2:34][CH2:35][CH2:36][CH2:37][C:38]1=[O:39])(=[O:40])[CH3:41].[Cs+:30].[Cs+:31].[Cu:47]([I:48])[I:49].[I:1][c:2]1[cH:3][cH:4][c:5]([C:6](=[O:7])[O:8][CH3:9])[cH:10][cH:11]1.[N:12]1([C:19](=[O:20])[O:21][C:22]([CH3:23])([CH3:24])[CH3:25])[CH2:13][CH2:14][NH:15][CH2:16][CH2:17][CH2:18]1.[O:42]=[CH:43][N:44]([CH3:45])[CH3:46]>>[c:2]1([N:15]2[CH2:14][CH2:13][N:12]([C:19](=[O:20])[O:21][C:22]([CH3:23])([CH3:24])[CH3:25])[CH2:18][CH2:17][CH2:16]2)[cH:3][cH:4][c:5]([C:6](=[O:7])[O:8][CH3:9])[cH:10][cH:11]1. Reactants: CC1(OCC(O1)COC1=C(C=C(C(=N)NO)C=C1C)C)C (rac-4-(2,2-dimethyl-[1,3]dioxolan-4-ylmethoxy)-N-hydroxy-3,5-dimethyl-benzamidine), ClC=1C=C(C#N)C=C(C1O)OC (3-chloro-4-hydroxy-5-methoxy-benzonitrile), CC1(OC[C@H](O1)CO)C (L-α,β-isopropylidene glycerol). Product: ClC=1C=C(C(=N)NO)C=C(C1OC[C@H]1OC(OC1)(C)C)OC ((R)-3-chloro-4-(2,2-dimethyl-[1,3]dioxolan-4-ylmethoxy)-N-hydroxy-5-methoxy-benzamidine). Reaction SMILES: [CH3:1][C:2]1([CH3:21])[O:6][CH:5]([CH2:7][O:8][C:9]2[C:18](C)=[CH:17][C:12]([C:13]([NH:15][OH:16])=[NH:14])=[CH:11][C:10]=2C)[CH2:4][O:3]1.[Cl:22]C1C=C(C=C(OC)C=1O)C#N.CC1(C)O[C@H]([CH2:40][OH:41])CO1>>[Cl:22][C:18]1[CH:17]=[C:12]([CH:11]=[C:10]([O:41][CH3:40])[C:9]=1[O:8][CH2:7][C@@H:5]1[CH2:4][O:3][C:2]([CH3:1])([CH3:21])[O:6]1)[C:13]([NH:15][OH:16])=[NH:14]. Reported procedure: The title compound is prepared in analogy to rac-4-(2,2-dimethyl-[1,3]dioxolan-4-ylmethoxy)-N-hydroxy-3,5-dimethyl-benzamidine starting from 3-chloro-4-hydroxy-5-methoxy-benzonitrile and L-α,β-isopropylidene glycerol. LC-MS: tR=0.42 min, [M+H]+=331.17; 1H NMR (D6-DMSO): δ 1.30 (s, 3H), 1.34 (s, 3H), 3.86 (s, 3H), 3.87-3.93 (m, 2H), 4.00-4.12 (m, 2H), 4.36 (quint, J=5.8 Hz, 1H), 5.90 (s, 2H), 7.32 (d, J=2.0 Hz, 1H), 7.34 (d, J=2.0 Hz, 1H), 9.71 (s, 1H). Reactants: O.NN (Hydrazine monohydrate), ClCCCC(C(=O)OC)C1=CC=CC=C1 (methyl 5-chloro-2-phenylpentanoate). Solvent: C(C)O (ethanol). Run at time 8 hour. Yields the product ClCCCC(C(=O)NN)C1=CC=CC=C1 (5-chloro-2-phenylpentanoic acid hydrazide). Reaction SMILES: O.[NH2:2][NH2:3].[Cl:4][CH2:5][CH2:6][CH2:7][CH:8]([C:13]1[CH:18]=[CH:17][CH:16]=[CH:15][CH:14]=1)[C:9](OC)=[O:10]>C(O)C>[Cl:4][CH2:5][CH2:6][CH2:7][CH:8]([C:13]1[CH:18]=[CH:17][CH:16]=[CH:15][CH:14]=1)[C:9]([NH:2][NH2:3])=[O:10] |f:0.1|. Reported procedure: A solution of methyl phenylacetate (2.0 g) in DMF (5 mL) was added to a solution of sodium hydride (containing mineral oil at 40%, 590 mg) in DMF (20 mL) under ice-cooling. The reaction solution was stirred for 10 minutes, further stirred at room temperature for 30 minutes and then ice-cooled again. A solution of 1-chloro-3-iodopropane (2.99 g) in DMF (5 mL) was added to the reaction mixture, and the reaction solution was stirred at room temperature overnight. Water and ethyl acetate were added ... The reactants are O=S1(CC(CN(C2=C1C=C(C(=C2)SC)OCC(=O)OCC)C2=CC=CC=C2)(CC)CCCC)=O (1,1-dioxo-3-butyl-3-ethyl-5-phenyl-7-methylthio-8-ethoxycarbonylmethoxy-2,3,4,5-tetrahydro-1,5-benzothiazepine), C1CCOC1 (THF), [Li+].[OH-] (LiOH). The solvent is C(Cl)Cl (DCM), O (water), C(C)(=O)O (acetic acid), O (water). Reaction conditions: time 1 hour. Product: O=S1(CC(CN(C2=C1C=C(C(=C2)SC)OCC(=O)O)C2=CC=CC=C2)(CC)CCCC)=O (1,1-Dioxo-3-butyl-3-ethyl-5-phenyl-7-methlthio-8-carboxymethoxy-2,3,4,5-tetrahydro-1,5-benzothiazepine). Isolated yield 99.2%. As a reaction SMILES: [O:1]=[S:2]1(=[O:34])[C:8]2[CH:9]=[C:10]([O:15][CH2:16][C:17]([O:19]CC)=[O:18])[C:11]([S:13][CH3:14])=[CH:12][C:7]=2[N:6]([C:22]2[CH:27]=[CH:26][CH:25]=[CH:24][CH:23]=2)[CH2:5][C:4]([CH2:30][CH2:31][CH2:32][CH3:33])([CH2:28][CH3:29])[CH2:3]1.C1COCC1.[Li+].[OH-]>C(Cl)Cl.O.C(O)(=O)C>[O:34]=[S:2]1(=[O:1])[C:8]2[CH:9]=[C:10]([O:15][CH2:16][C:17]([OH:19])=[O:18])[C:11]([S:13][CH3:14])=[CH:12][C:7]=2[N:6]([C:22]2[CH:27]=[CH:26][CH:25]=[CH:24][CH:23]=2)[CH2:5][C:4]([CH2:30][CH2:31][CH2:32][CH3:33])([CH2:28][CH3:29])[CH2:3]1 |f:2.3|. Procedure: To 1,1-dioxo-3-butyl-3-ethyl-5-phenyl-7-methylthio-8-ethoxycarbonylmethoxy-2,3,4,5-tetrahydro-1,5-benzothiazepine (Method 18; 478 mg, 0.95 mmol) was added THF (15 ml), water (3 ml) and LiOH (34 mg, 1.4 mmol). The reaction was then stirred for 1 hour. Then acetic acid (0.2 ml) was added along with water (10 ml) and DCM (10 ml) The aqueous layer was then extracted three times with DCM. The combined organic phases were then dried and concentrated to give the title compound 450 mg (99%). NMR (400 MH...